describe an organic reaction: reactants, conditions, products, and yield From a dataset of the Open Reaction Database (ORD), a public repository of structured organic reaction records. Starting materials: COc1ccc(-c2sc3cc(OC)ccc3c2C(=O)c2ccc(O)cc2)cc1, CN1CCCC(O)C1, CCOC(=O)N=NC(=O)OCC, c1ccc(P(c2ccccc2)c2ccccc2)cc1. The product is COc1ccc(-c2sc3cc(OC)ccc3c2C(=O)c2ccc(OC3CCCN(C)C3)cc2)cc1. RXN SMILES: [CH3:1][O:2][c:3]1[cH:4][cH:5][c:6]2[c:7]([s:8][c:9](-[c:20]3[cH:21][cH:22][c:23]([O:26][CH3:27])[cH:24][cH:25]3)[c:10]2[C:11]([c:12]2[cH:13][cH:14][c:15]([OH:18])[cH:16][cH:17]2)=[O:19])[cH:28]1.[CH3:29][N:30]1[CH2:31][CH:32]([OH:36])[CH2:33][CH2:34][CH2:35]1.[O:56]=[C:57]([O:58][CH2:59][CH3:60])[N:61]=[N:62][C:63]([O:64][CH2:65][CH3:66])=[O:67].[c:37]1([P:38]([c:39]2[cH:40][cH:41][cH:42][cH:43][cH:44]2)[c:45]2[cH:46][cH:47][cH:48][cH:49][cH:50]2)[cH:51][cH:52][cH:53][cH:54][cH:55]1>>[CH3:1][O:2][c:3]1[cH:4][cH:5][c:6]2[c:7]([s:8][c:9](-[c:20]3[cH:21][cH:22][c:23]([O:26][CH3:27])[cH:24][cH:25]3)[c:10]2[C:11]([c:12]2[cH:13][cH:14][c:15]([O:18][CH:32]3[CH2:31][N:30]([CH3:29])[CH2:35][CH2:34][CH2:33]3)[cH:16][cH:17]2)=[O:19])[cH:28]1. Reactants: C(C)(=O)OC(C)=O (Acetic anhydride), C(=O)O (formic acid), ice, NC1=C(C=C(C#N)C=C1)OC (4-amino-3-methoxybenzonitrile). Conditions: time 60 minute. The product is C(#N)C1=CC(=C(C=C1)NC=O)OC (N-(4-Cyano-2-methoxyphenyl)formamide). Reaction SMILES: [C:1](OC(=O)C)(=[O:3])C.C(O)=O.[NH2:11][C:12]1[CH:19]=[CH:18][C:15]([C:16]#[N:17])=[CH:14][C:13]=1[O:20][CH3:21]>>[C:16]([C:15]1[CH:18]=[CH:19][C:12]([NH:11][CH:1]=[O:3])=[C:13]([O:20][CH3:21])[CH:14]=1)#[N:17]. Procedure: Acetic anhydride (0.65 mL, 6.7 mmol) was cooled in an ice bath and formic acid (0.38 mL, 10 mmol) was added with stirring. The ice-bath was removed and the mixture was stirred for a further 60 minutes. The reaction was re-cooled in the ice-bath and 4-amino-3-methoxybenzonitrile (0.25 g, 1.58 mmol) was added. The reaction was stirred at ice-bath temperature for 5 minutes, then at room temperature for 60 minutes. The reaction was concentrated in vacuo, azeotroped with toluene and the title compoun... Starting materials: N#Cc1cnc(Cl)c(Br)c1, Cc1ccccc1, O=CO, O. Product: O=Cc1cnc(Cl)c(Br)c1. As a reaction SMILES: [Br:1][c:2]1[c:3]([Cl:10])[n:4][cH:5][c:6]([C:8]#[N:9])[cH:7]1.[CH3:15][c:16]1[cH:17][cH:18][cH:19][cH:20][cH:21]1.[CH:11](=[O:12])[OH:13].[OH2:14]>>[Br:1][c:2]1[c:3]([Cl:10])[n:4][cH:5][c:6]([CH:8]=[O:12])[cH:7]1. Yield: 76.9%. Reactants: C(C)(C)C=1SC=C(N1)CNC (2-Isopropyl-4-(((N-methyl)amino)methyl)thiazole), O(C1=CC=CC=C1)C(=O)N[C@@H](C(C)C)C(=O)O (phenoxycarbonyl-(L)-valine), C1(=CC=CC=C1)C (toluene), CCCCCCC (heptane). Reaction conditions: temperature 110 celsius, time 3 hour. Procedure: Into a 500 ml 3-neck round bottom flask equipped with mechanical stirrer, nitrogen atmosphere, thermocouple, heating mantle and condensor was charged the product of Example 73B (28.1 g, 0.165 mole), phenoxycarbonyl-(L)-valine (41.5 g, 0.165 mol) and 155 ml toluene. This solution was warmed to reflux (110° C.) and stirred for three hours, then cooled to 20°±5° C. and washed with 2×69 ml 10% citric acid followed by 1×69 ml water, 1×116 mls 4% sodium hydroxide, 1×58 ml 4% sodium hydroxide and final... Run in CCOC(=O)C (EtOAc). Yields the product COC([C@@H](NC(=O)N(CC=1N=C(SC1)C(C)C)C)C(C)C)=O (N-((N-Methyl-N-((2-isopropyl-4-thiazolyl)methyl)amino)carbonyl)-L-valine Methyl Ester). Reaction SMILES: [CH:1]([C:4]1[S:5][CH:6]=[C:7]([CH2:9][NH:10][CH3:11])[N:8]=1)([CH3:3])[CH3:2].O([C:19]([NH:21][C@H:22]([C:26]([OH:28])=[O:27])[CH:23]([CH3:25])[CH3:24])=[O:20])C1C=CC=CC=1.[C:29]1(C)C=CC=CC=1.CCCCCCC>CCOC(C)=O>[CH3:29][O:28][C:26](=[O:27])[C@H:22]([CH:23]([CH3:24])[CH3:25])[NH:21][C:19]([N:10]([CH3:11])[CH2:9][C:7]1[N:8]=[C:4]([CH:1]([CH3:3])[CH3:2])[S:5][CH:6]=1)=[O:20]. As a reaction SMILES: [C:1]1([CH2:17][C:18]([OH:20])=[O:19])[C:14]2[C:15]3=[C:16]4[C:11](=[CH:12][CH:13]=2)[CH:10]=[CH:9][CH:8]=[C:7]4[CH:6]=[CH:5][C:4]3=[CH:3][CH:2]=1.[CH2:21]([OH:27])[CH2:22][O:23][CH2:24][CH2:25]O.C1(C)C=CC(S(O)(=O)=O)=CC=1>>[C:1]1([CH2:17][C:18]([O:20][CH2:25][CH2:24][O:23][CH2:22][CH2:21][OH:27])=[O:19])[C:14]2[C:15]3=[C:16]4[C:11](=[CH:12][CH:13]=2)[CH:10]=[CH:9][CH:8]=[C:7]4[CH:6]=[CH:5][C:4]3=[CH:3][CH:2]=1. Product: C1(=CC=C2C=CC3=CC=CC4=CC=C1C2=C34)CC(=O)OCCOCCO (2-(2-Hydroxyethoxy)-ethyl (1-pyrenyl)-acetate). The reactants are C1(=CC=C2C=CC3=CC=CC4=CC=C1C2=C34)CC(=O)O (1-Pyreneacetic acid), C(COCCO)O (diethylene glycol), C1(=CC=C(C=C1)S(=O)(=O)O)C (p-toluenesulfonic acid). Procedure: 1-Pyreneacetic acid (1 g, 3.85 mmol), diethylene glycol (10 ml, 91.0 mmol) and p-toluenesulfonic acid (100 mg, 0.58 mmol) were mixed and heated to 130° C. for 16 h with stirring under N2. After the reaction was completed (confirmed by TLC), the reaction mixture was cooled to 20° C. and poured into 50 ml ice-water drop-wise. The aqueous reaction mixture was extracted with EtOAc (3×100 ml) and the combined organic solutions were washed with 5% aqueous KOH (2×50 ml), H2O (2×50 ml) and brine (1×50 m... Run at temperature 130 celsius. The yield is 83.5%. Solvent: ice water.